Dataset: the Open Reaction Database (ORD), a public repository of structured organic reaction records. Task: describe an organic reaction: reactants, conditions, products, and yield Starting materials: S(=S)(=O)([O-])[O-].[Na+].[Na+] (sodium thiosulfate), S(=S)(=O)([O-])[O-].[Na+].[Na+] (sodium thiosulfate), [Si](C1=CC=CC=C1)(C1=CC=CC=C1)(C(C)(C)C)OCCC(CC(=O)OC(C)(C)C)C(C#CC1CC(C1)CC(CC)CC)=NOC (tert-Butyl 3-[2-(tert-butyldiphenylsilanyloxy)ethyl]-6-[3-(2-ethylbutyl)cyclobutyl]-4-methoxyimino-5-hexynoate), C(C)#N (acetonitrile), II (iodine). Run in C(C)(=O)OCC (ethyl acetate). Conditions: time 4.5 hour. The product is [Si](C1=CC=CC=C1)(C1=CC=CC=C1)(C(C)(C)C)OCCC(CC(=O)OC(C)(C)C)C1=NOC(=C1I)C1CC(C1)CC(CC)CC (tert-Butyl 5-(tert-butyldiphenylsilanyloxy)-3-{5-[3-(2-ethylbutyl)cyclobutyl]-4-iodoisoxazol-3-yl}valerate). Isolated yield 80.4%. Reaction SMILES: [Si:1]([O:18][CH2:19][CH2:20][CH:21]([C:30](=[N:43][O:44]C)[C:31]#[C:32][CH:33]1[CH2:36][CH:35]([CH2:37][CH:38]([CH2:41][CH3:42])[CH2:39][CH3:40])[CH2:34]1)[CH2:22][C:23]([O:25][C:26]([CH3:29])([CH3:28])[CH3:27])=[O:24])([C:14]([CH3:17])([CH3:16])[CH3:15])([C:8]1[CH:13]=[CH:12][CH:11]=[CH:10][CH:9]=1)[C:2]1[CH:7]=[CH:6][CH:5]=[CH:4][CH:3]=1.C(#N)C.[I:49]I.S([O-])([O-])(=O)=S.[Na+].[Na+]>C(OCC)(=O)C>[Si:1]([O:18][CH2:19][CH2:20][CH:21]([C:30]1[C:31]([I:49])=[C:32]([CH:33]2[CH2:36][CH:35]([CH2:37][CH:38]([CH2:41][CH3:42])[CH2:39][CH3:40])[CH2:34]2)[O:44][N:43]=1)[CH2:22][C:23]([O:25][C:26]([CH3:28])([CH3:27])[CH3:29])=[O:24])([C:14]([CH3:17])([CH3:15])[CH3:16])([C:8]1[CH:13]=[CH:12][CH:11]=[CH:10][CH:9]=1)[C:2]1[CH:7]=[CH:6][CH:5]=[CH:4][CH:3]=1 |f:3.4.5|. Procedure details: tert-Butyl 3-[2-(tert-butyldiphenylsilanyloxy)ethyl]-6-[3-(2-ethylbutyl)cyclobutyl]-4-methoxyimino-5-hexynoate (7.50 g) and acetonitrile (60 mL) were mixed. To the mixture was added iodine (7.54 g) was added at ice temperature. The mixture was stirred for 4.5 hr, and then to the mixture were added aqueous 5 w/v % sodium thiosulfate (50 mL), ethyl acetate (200 mL) and aqueous 5 w/v % sodium thiosulfate (75 mL, 150 mL) at ice temperature. The aqueous layer was removed, and the organic layer was wa... The reactants are CN(C)C=O, [Na+], O, O, C=C(CC(CCOC1CCCCO1)OS(C)(=O)=O)C(=O)OC(C)(C)C, [SH-]. Product: CC(C)(C)OC(=O)C1CSC(CCOC2CCCCO2)C1. Reaction SMILES: [CH3:30][N:31]([CH3:32])[CH:33]=[O:34].[Na+:28].[OH2:26].[OH2:29].[S:1]([O:2][CH:6]([CH2:7][C:8]([C:9](=[O:10])[O:11][C:12]([CH3:13])([CH3:14])[CH3:15])=[CH2:16])[CH2:17][CH2:18][O:19][CH:20]1[O:21][CH2:22][CH2:23][CH2:24][CH2:25]1)([CH3:3])(=[O:4])=[O:5].[SH-:27]>>[CH:6]1([CH2:17][CH2:18][O:19][CH:20]2[O:21][CH2:22][CH2:23][CH2:24][CH2:25]2)[CH2:7][CH:8]([C:9](=[O:10])[O:11][C:12]([CH3:13])([CH3:14])[CH3:15])[CH2:16][S:27]1. Starting materials: ClC=1C=C(C=C(C1I)OCC(F)(F)F)C1(CCC1)C(=O)OCC (ethyl 1-(3-chloro-4-iodo-5-(2,2,2-trifluoroethoxy)phenyl)cyclobutanecarboxylate), FC(C1=CC=C(C=C1)B(O)O)(F)F (4-trifluoromethylphenylboronic acid), [F-].[Cs+] (CsF), CCOC(=O)C (EtOAc). The reagents and catalysts are C=1C=CC(=CC1)[P](C=2C=CC=CC2)(C=3C=CC=CC3)[Pd]([P](C=4C=CC=CC4)(C=5C=CC=CC5)C=6C=CC=CC6)([P](C=7C=CC=CC7)(C=8C=CC=CC8)C=9C=CC=CC9)[P](C=1C=CC=CC1)(C=1C=CC=CC1)C=1C=CC=CC1 (Pd (PPh3)4). Solvent: COCCOC (1,2-dimethoxy ethane), O (water). Yields the product C(C)OC(=O)C1(CCC1)C1=CC(=C(C(=C1)OCC(F)(F)F)C1=CC=C(C=C1)C(F)(F)F)Cl (ethyl-1-(2-chloro-6-(2,2,2-trifluoroethoxy)-4′-(trifluoromethyl)biphenyl-4-yl)cyclobutanecarboxylate). Yield: 25.7%. Reaction SMILES: [Cl:1][C:2]1[CH:3]=[C:4]([C:15]2([C:19]([O:21][CH2:22][CH3:23])=[O:20])[CH2:18][CH2:17][CH2:16]2)[CH:5]=[C:6]([O:9][CH2:10][C:11]([F:14])([F:13])[F:12])[C:7]=1I.[F:24][C:25]([F:36])([F:35])[C:26]1[CH:31]=[CH:30][C:29](B(O)O)=[CH:28][CH:27]=1.[F-].[Cs+].CCOC(C)=O>COCCOC.C1C=CC([P]([Pd]([P](C2C=CC=CC=2)(C2C=CC=CC=2)C2C=CC=CC=2)([P](C2C=CC=CC=2)(C2C=CC=CC=2)C2C=CC=CC=2)[P](C2C=CC=CC=2)(C2C=CC=CC=2)C2C=CC=CC=2)(C2C=CC=CC=2)C2C=CC=CC=2)=CC=1.O>[CH2:22]([O:21][C:19]([C:15]1([C:4]2[CH:5]=[C:6]([O:9][CH2:10][C:11]([F:14])([F:13])[F:12])[C:7]([C:29]3[CH:30]=[CH:31][C:26]([C:25]([F:36])([F:35])[F:24])=[CH:27][CH:28]=3)=[C:2]([Cl:1])[CH:3]=2)[CH2:18][CH2:17][CH2:16]1)=[O:20])[CH3:23] |f:2.3,^1:54,56,75,94|. Procedure details: A mixture of ethyl 1-(3-chloro-4-iodo-5-(2,2,2-trifluoroethoxy)phenyl)cyclobutanecarboxylate (0.35, 7.35 mmol), 4-trifluoromethylphenylboronic acid (0.277 g, 1.47 mmol), CsF (0.277 g, 1.83 mmol) and Pd (PPh3)4 (0.084 g, 0.36 mmol) in 20 mL anhydrous 1,2-dimethoxy ethane was refluxed for 8 h under argon. The reaction mixture was cooled, and 20 mL of EtOAc and 20 mL of water were added. The organic phase was separated, dried over Na2SO4, filtered and concentrated under reduced pressure to yellow o... The reactants are C(C)(C)(C)OC(=O)N1CCN(CC1)C1=NC=2N(C(N(C(C2N1C1=C(C=CC=C1)C=C)=O)COC(C(C)(C)C)=O)=O)CC(=O)OCC (4-[1-(2,2-Dimethylpropionyloxymethyl)-3-ethoxycarbonylmethyl-2,6-dioxo-7-(2-vinylphenyl)-2,3,6,7-tetrahydro-1H-purin-8-yl]piperazine-1-carboxylic acid tert-butyl ester), [H-].[Na+] (sodium hydride). The solvent is O1CCCC1 (tetrahydrofuran), CO (methanol), C(C)(=O)OCC (ethyl acetate). Run at time 3.5 hour. Product: C(C)(C)(C)OC(=O)N1CCN(CC1)C1=NC=2N(C(NC(C2N1C1=C(C=CC=C1)C=C)=O)=O)CC(=O)OCC (4-[3-Ethoxycarbonylmethyl-2,6-dioxo-7-(2-vinylphenyl)-2,3,6,7-tetrahydro-1H-purin-8-yl]piperazine-1-carboxylic acid tert-butyl ester). Isolated yield 82.1%. RXN SMILES: [C:1]([O:5][C:6]([N:8]1[CH2:13][CH2:12][N:11]([C:14]2[N:22]([C:23]3[CH:28]=[CH:27][CH:26]=[CH:25][C:24]=3[CH:29]=[CH2:30])[C:21]3[C:20](=[O:31])[N:19](COC(=O)C(C)(C)C)[C:18](=[O:40])[N:17]([CH2:41][C:42]([O:44][CH2:45][CH3:46])=[O:43])[C:16]=3[N:15]=2)[CH2:10][CH2:9]1)=[O:7])([CH3:4])([CH3:3])[CH3:2].[H-].[Na+]>O1CCCC1.CO.C(OCC)(=O)C>[C:1]([O:5][C:6]([N:8]1[CH2:9][CH2:10][N:11]([C:14]2[N:22]([C:23]3[CH:28]=[CH:27][CH:26]=[CH:25][C:24]=3[CH:29]=[CH2:30])[C:21]3[C:20](=[O:31])[NH:19][C:18](=[O:40])[N:17]([CH2:41][C:42]([O:44][CH2:45][CH3:46])=[O:43])[C:16]=3[N:15]=2)[CH2:12][CH2:13]1)=[O:7])([CH3:4])([CH3:2])[CH3:3] |f:1.2|. Procedure: 4-[1-(2,2-Dimethylpropionyloxymethyl)-3-ethoxycarbonylmethyl-2,6-dioxo-7-(2-vinylphenyl)-2,3,6,7-tetrahydro-1H-purin-8-yl]piperazine-1-carboxylic acid tert-butyl ester (89 mg) was dissolved in tetrahydrofuran (1 ml) and methanol (2 ml), sodium hydride (7 mg) was added to the solution, and the mixture was stirred at room temperature for 3.5 hours. The reaction mixture was diluted with ethyl acetate and washed with water. The organic layer was dried over anhydrous magnesium sulfate and filtered, f... Reactants: NC1=C(C=CC(=C1)OCCCCCCN(C)CC=C)C(=O)C1=CC=C(C=C1)Br ([2-amino-4-[6-(allyl-methyl-amino)-hexyloxy]-phenyl]-(4-bromo-phenyl)-methanone), C(=O)N (formamide). Run in C(=O)O (formic acid). Yields the product C(C=C)N(C)CCCCCCOC1=CC=C2C(=NC=NC2=C1)C1=CC=C(C=C1)Br (allyl-[6-[4-(4-bromo-phenyl)-quinazolin-7-yloxy]-hexyl]-methyl-amine). As a reaction SMILES: [NH2:1][C:2]1[CH:7]=[C:6]([O:8][CH2:9][CH2:10][CH2:11][CH2:12][CH2:13][CH2:14][N:15]([CH2:17][CH:18]=[CH2:19])[CH3:16])[CH:5]=[CH:4][C:3]=1[C:20]([C:22]1[CH:27]=[CH:26][C:25]([Br:28])=[CH:24][CH:23]=1)=O.[CH:29]([NH2:31])=O>C(O)=O>[CH2:17]([N:15]([CH2:14][CH2:13][CH2:12][CH2:11][CH2:10][CH2:9][O:8][C:6]1[CH:7]=[C:2]2[C:3]([C:20]([C:22]3[CH:27]=[CH:26][C:25]([Br:28])=[CH:24][CH:23]=3)=[N:31][CH:29]=[N:1]2)=[CH:4][CH:5]=1)[CH3:16])[CH:18]=[CH2:19]. Procedure: A solution of 230 mg of [2-amino-4-[6-(allyl-methyl-amino)-hexyloxy]-phenyl]-(4-bromo-phenyl)-methanone in 0.5 ml of formic acid and 2 ml of formamide is boiled at 165° C. for 25 min., then concentrated and converted into the free amine (title compound) with methylene chloride/saturated sodium bicarbonate solution. After purification (silica gel, methylene chloride/methanol 2.5% to 10%) the residue is dissolved in methylene chloride/ether and treated with 23.7 mg of fumaric acid. After stirring ...